Dataset: the Open Reaction Database (ORD), a public repository of structured organic reaction records. Task: describe an organic reaction: reactants, conditions, products, and yield The reactants are ClCCl, CC(C)(CO)c1cc(NC(=O)Nc2ccc(-c3cn4c(n3)sc3cc(OCCN5CCOCC5)ccc34)cc2)no1. Yields the product CC(C)(C=O)c1cc(NC(=O)Nc2ccc(-c3cn4c(n3)sc3cc(OCCN5CCOCC5)ccc34)cc2)no1. As a reaction SMILES: [Cl:42][CH2:43][Cl:44].[OH:1][CH2:2][C:3]([CH3:4])([CH3:5])[c:6]1[cH:7][c:8]([NH:11][C:12](=[O:13])[NH:14][c:15]2[cH:16][cH:17][c:18](-[c:21]3[n:22][c:23]4[s:24][c:25]5[c:26]([n:27]4[cH:28]3)[cH:29][cH:30][c:31]([O:33][CH2:34][CH2:35][N:36]3[CH2:37][CH2:38][O:39][CH2:40][CH2:41]3)[cH:32]5)[cH:19][cH:20]2)[n:9][o:10]1>>[O:1]=[CH:2][C:3]([CH3:4])([CH3:5])[c:6]1[cH:7][c:8]([NH:11][C:12](=[O:13])[NH:14][c:15]2[cH:16][cH:17][c:18](-[c:21]3[n:22][c:23]4[s:24][c:25]5[c:26]([n:27]4[cH:28]3)[cH:29][cH:30][c:31]([O:33][CH2:34][CH2:35][N:36]3[CH2:37][CH2:38][O:39][CH2:40][CH2:41]3)[cH:32]5)[cH:19][cH:20]2)[n:9][o:10]1. Starting materials: C(C1=CC=CC=C1)#N (benzonitrile), FC1=CC=C(N)C=C1 (4-fluoroaniline). Product: FC1=CC=C(C=C1)NC(=N)C1=CC=CC=C1 (N-(4-Fluorophenyl)benzenecarboximidamide). Isolated yield 85.1%. RXN SMILES: [C:1](#[N:8])[C:2]1[CH:7]=[CH:6][CH:5]=[CH:4][CH:3]=1.[F:9][C:10]1[CH:16]=[CH:15][C:13]([NH2:14])=[CH:12][CH:11]=1>>[F:9][C:10]1[CH:16]=[CH:15][C:13]([NH:14][C:1]([C:2]2[CH:7]=[CH:6][CH:5]=[CH:4][CH:3]=2)=[NH:8])=[CH:12][CH:11]=1. Procedure: The title compound was prepared from benzonitrile (13.9 g, 135 mmol) and 4-fluoroaniline (15 g, 135 mmol) by following the procedure described in preparation 10 (24.6 g, yield 85.1%, purity 99.7% by HPLC). MS m/z:215.2 (M+).